describe an organic reaction: reactants, conditions, products, and yield From a dataset of the Open Reaction Database (ORD), a public repository of structured organic reaction records. Starting materials: CCN=C=NCCCN(C)C, COC(=O)C1CCCN1, CCN(C(C)C)C(C)C, ClCCl, Cl, Cl, CN(C)C=O, O, CC(C)c1cncc(CNCC(O)C(Cc2ccccc2)NC(=O)c2cccc(C(=O)O)c2)c1, On1nnc2ccccc21. Product: COC(=O)C1CCCN1C(=O)c1cccc(C(=O)NC(Cc2ccccc2)C(O)CNCc2cncc(C(C)C)c2)c1. Reaction SMILES: [CH3:46][CH2:47][N:48]=[C:49]=[N:50][CH2:51][CH2:52][CH2:53][N:54]([CH3:55])[CH3:56].[CH3:59][O:60][C:61](=[O:62])[CH:63]1[NH:64][CH2:65][CH2:66][CH2:67]1.[CH:68]([N:69]([CH2:70][CH3:71])[CH:72]([CH3:73])[CH3:74])([CH3:75])[CH3:76].[Cl:77][CH2:78][Cl:79].[ClH:57].[ClH:58].[O:80]=[CH:81][N:82]([CH3:83])[CH3:84].[OH2:11].[OH:12][CH:13]([CH:14]([CH2:15][c:16]1[cH:17][cH:18][cH:19][cH:20][cH:21]1)[NH:22][C:23](=[O:24])[c:25]1[cH:26][c:27]([C:28](=[O:29])[OH:30])[cH:31][cH:32][cH:33]1)[CH2:34][NH:35][CH2:36][c:37]1[cH:38][n:39][cH:40][c:41]([CH:43]([CH3:44])[CH3:45])[cH:42]1.[OH:1][n:2]1[c:3]2[c:4]([cH:5][cH:6][cH:7][cH:8]2)[n:9][n:10]1>>[OH:12][CH:13]([CH:14]([CH2:15][c:16]1[cH:17][cH:18][cH:19][cH:20][cH:21]1)[NH:22][C:23](=[O:24])[c:25]1[cH:26][c:27]([C:28](=[O:29])[N:64]2[CH:63]([C:61]([O:60][CH3:59])=[O:62])[CH2:67][CH2:66][CH2:65]2)[cH:31][cH:32][cH:33]1)[CH2:34][NH:35][CH2:36][c:37]1[cH:38][n:39][cH:40][c:41]([CH:43]([CH3:44])[CH3:45])[cH:42]1. Starting materials: ClC=1C=C(C=CC1)C=1C=C(C(=NC1)NCC(=O)OC)O (methyl {[5-(3-chlorophenyl)-3-hydroxypyridin-2-yl]amino}-acetate), [OH-].[Na+] (NaOH), Cl (HCl). Solvent: O1CCCC1 (tetrahydrofuran), CCCCCC.C(C)(=O)OCC (hexane ethyl acetate), O1CCCC1 (tetrahydrofuran). Run at time 2 hour. Yields the product ClC=1C=C(C=CC1)C=1C=C(C(=NC1)NCC(=O)O)O ({[5-(3-chlorophenyl)-3-hydroxypyridin-2-yl]amino}acetic acid). The yield is 88.0%. As a reaction SMILES: [Cl:1][C:2]1[CH:3]=[C:4]([C:8]2[CH:9]=[C:10]([OH:20])[C:11]([NH:14][CH2:15][C:16]([O:18]C)=[O:17])=[N:12][CH:13]=2)[CH:5]=[CH:6][CH:7]=1.[OH-].[Na+].Cl>O1CCCC1.CCCCCC.C(OCC)(=O)C>[Cl:1][C:2]1[CH:3]=[C:4]([C:8]2[CH:9]=[C:10]([OH:20])[C:11]([NH:14][CH2:15][C:16]([OH:18])=[O:17])=[N:12][CH:13]=2)[CH:5]=[CH:6][CH:7]=1 |f:1.2,5.6|. Procedure: To a 50 mL flask is charged methyl {[5-(3-chlorophenyl)-3-hydroxypyridin-2-yl]amino}-acetate, 4, (0.45 g, 1.4 mmol), tetrahydrofuran (4.5 mL) and 1 M NaOH (4.5 mL, 4.5 mmol). The mixture was stirred for 2 hours at room temperature after which it was determined by TLC analysis using hexane/ethyl acetate (6:3) as the mobile phase and UV 435 nm to visualize the reaction components that the reaction was complete. The reaction solution was adjusted to pH 1 with concentrated HCl and the solution was h... The reactants are Cc1ccccc1, CC(=O)O, CCCCC(CC=CI)O[Si](C)(C)C, C1CCOC1, O. Yields the product CCCCC(O)CC=CI. As a reaction SMILES: [CH3:15][c:16]1[cH:17][cH:18][cH:19][cH:20][cH:21]1.[CH3:22][C:23](=[O:24])[OH:25].[I:1][CH:2]=[CH:3][CH2:4][CH:5]([CH2:6][CH2:7][CH2:8][CH3:9])[O:10][Si:11]([CH3:12])([CH3:13])[CH3:14].[O:26]1[CH2:27][CH2:28][CH2:29][CH2:30]1.[OH2:31]>>[I:1][CH:2]=[CH:3][CH2:4][CH:5]([CH2:6][CH2:7][CH2:8][CH3:9])[OH:10]. The reactants are C=CC(O)(C)CCC=C(C)C (linalool), ( 100 ), ( 41 ), 1172s, 1453w, ( 92 ), 1356m, ( 52 ), ( 54 ), CC1CCC2C13CC(C2(C)C)C(=C(C3)C(=O)C)C (Vertofix), ( 48 ), 2870m, 2960s, 960w, ( 9 ), ( 57 ). Yields the product C(C)(CC)=C1C2C(CC1CC2)C(C)=O (1-(7-sec-Butylidene-bicyclo[2.2.1]hept-2-yl)-ethanone). As a reaction SMILES: C=CC(CCC=C(C)C)(C)O.CC1[C:17]23[CH2:25][C:24]([C:26]([CH3:28])=[O:27])=[C:23]([CH3:29])[CH:19]([C:20]([CH3:22])(C)[CH:16]2[CH2:15]C1)[CH2:18]3>>[C:20](=[C:19]1[CH:17]2[CH2:18][CH2:29][CH:23]1[CH:24]([C:26](=[O:27])[CH3:28])[CH2:25]2)([CH2:16][CH3:15])[CH3:22]. Reported procedure: 4 Isomers in a ratio of 1:1.5:2.9:2.8. Odor description: Woody, floral, linalool, Vertofix, ambery. 1H-NMR (CDCl3, 400 MHz): 3.01–2.44 (m, 3H), 2.15/2.11/2.10 (4s, 3H), 2.11–2.82 (m, 3H), 1.69/1.65/1.63/1.62 (4s, 3H), 1.65–1.20 (m, 5H), 1.02–0.91 (m, 3H) ppm. GC/MS (EI): (major isomer): 192 (M+, 16), 163 (9), 149 (48), 134 (41), 121 (57), 107 (54), 93 (92), 79 (52), 43 (100). IR (atr): 2960s, 2870m, 1707vs, 1453w, 1356m, 1172s, 960w cm−1.